This data is from the Open Reaction Database (ORD), a public repository of structured organic reaction records. The task is: describe an organic reaction: reactants, conditions, products, and yield The reactants are C(C1=CC=CC=C1)OC(=O)NC(C(=O)NC1=CC=C(C=C1)CC(=O)OCC)COC1OCCCC1 ((RS)-2-(benzyloxycarbonylamino)-N-(4-(ethoxycarbonylmethyl)phenyl)-3-(tetrahydropyran-2-yloxy)propanamide), C1=C(C=CC2=CC=CC=C12)S(=O)(=O)Cl (2-naphthalenesulfonyl chloride). Reagents/catalysts: [Pd] (Pd-C). The product is C(C)OC(=O)CC1=CC=C(C=C1)NC(C(COC1OCCCC1)NS(=O)(=O)C1=CC2=CC=CC=C2C=C1)=O ((RS)-N-(4-(ethoxycarbonyl-methyl)phenyl)-2-(2-naphthalenesulfonylamino)-3-(tetrahydropyran-2-yloxy)propanamide). The yield is 62.0%. As a reaction SMILES: C(OC([NH:11][CH:12]([CH2:28][O:29][CH:30]1[CH2:35][CH2:34][CH2:33][CH2:32][O:31]1)[C:13]([NH:15][C:16]1[CH:21]=[CH:20][C:19]([CH2:22][C:23]([O:25][CH2:26][CH3:27])=[O:24])=[CH:18][CH:17]=1)=[O:14])=O)C1C=CC=CC=1.[CH:36]1[C:45]2[C:40](=[CH:41][CH:42]=[CH:43][CH:44]=2)[CH:39]=[CH:38][C:37]=1[S:46](Cl)(=[O:48])=[O:47]>[Pd]>[CH2:26]([O:25][C:23]([CH2:22][C:19]1[CH:18]=[CH:17][C:16]([NH:15][C:13](=[O:14])[CH:12]([NH:11][S:46]([C:37]2[CH:38]=[CH:39][C:40]3[C:45](=[CH:44][CH:43]=[CH:42][CH:41]=3)[CH:36]=2)(=[O:48])=[O:47])[CH2:28][O:29][CH:30]2[CH2:35][CH2:34][CH2:33][CH2:32][O:31]2)=[CH:21][CH:20]=1)=[O:24])[CH3:27]. Reported procedure: The procedure described in Example 15 was repeated, except that (RS)-2-(benzyloxycarbonylamino)-N-(4-(ethoxycarbonylmethyl)phenyl)-3-(tetrahydropyran-2-yloxy)propanamide (500 mg) was hydrogenolyzed in the presence of 10% Pd-C, and then, reacted with 2-naphthalenesulfonyl chloride (463 mg) to obtain (RS)-N-(4-(ethoxycarbonyl-methyl)phenyl)-2-(2-naphthalenesulfonylamino)-3-(tetrahydropyran-2-yloxy)propanamide (345.7 mg). Reactants: ClC1=C(C(=CC(=C1)SCC(F)(F)F)Cl)O (2,6-dichloro-4-(2,2,2-trifluoroethylthio)-phenol), C(CBr)Br (ethylene bromide), [Na] (sodium). The solvent is C(C)O (ethanol). Run at temperature 40 celsius, time 2 hour. The product is ClC1=C(OCCBr)C(=CC(=C1)SCC(F)(F)F)Cl (2-[2,6-dichloro-4-(2,2,2-trifluoroethylthio)-phenoxy]-ethyl bromide). Yield: 58.4%. RXN SMILES: [Na].[Cl:2][C:3]1[CH:8]=[C:7]([S:9][CH2:10][C:11]([F:14])([F:13])[F:12])[CH:6]=[C:5]([Cl:15])[C:4]=1[OH:16].[CH2:17](Br)[CH2:18][Br:19]>C(O)C>[Cl:15][C:5]1[CH:6]=[C:7]([S:9][CH2:10][C:11]([F:13])([F:14])[F:12])[CH:8]=[C:3]([Cl:2])[C:4]=1[O:16][CH2:17][CH2:18][Br:19] |^1:0|. Procedure: To an ethanol solution of sodium ethylate obtained by dissolving 0.7 g of metallic sodium in 50 ml of ethanol were added 8.9 g of 2,6-dichloro-4-(2,2,2-trifluoroethylthio)-phenol and 20 g of ethylene bromide. The mixture was stirred at 40° C. for 2 hours and under reflux for 4 hours. Ethanol and the excess of ethylene bromide were evaporated. The residue was taken into 150 ml of toluene, washed with a 5% aqueous solution of potassium hydroxide and water in this sequence, and dried over anhydrous... Reactants: CC=1C=C(C(=O)OC)C=CC1C(C)OC1=CC=CC=C1 (methyl 3-methyl-4-(1-phenoxyethyl)benzoate), O.[OH-].[Li+] (lithium hydroxide monohydrate), O1CCCC1 (tetrahydrofuran), Cl (hydrochloric acid). The solvent is O (water), CO (methanol). Reaction conditions: temperature 20 celsius, time 4 hour. Product: CC=1C=C(C(=O)O)C=CC1C(C)OC1=CC=CC=C1 (3-methyl-4-(1-phenoxyethyl)benzoic acid). Isolated yield 84.2%. Reaction SMILES: [CH3:1][C:2]1[CH:3]=[C:4]([CH:9]=[CH:10][C:11]=1[CH:12]([O:14][C:15]1[CH:20]=[CH:19][CH:18]=[CH:17][CH:16]=1)[CH3:13])[C:5]([O:7]C)=[O:6].O.[OH-].[Li+].O1CCCC1.Cl>O.CO>[CH3:1][C:2]1[CH:3]=[C:4]([CH:9]=[CH:10][C:11]=1[CH:12]([O:14][C:15]1[CH:20]=[CH:19][CH:18]=[CH:17][CH:16]=1)[CH3:13])[C:5]([OH:7])=[O:6] |f:1.2.3|. Reported procedure: A mixture of methyl 3-methyl-4-(1-phenoxyethyl)benzoate (0.12 g, 0.44 mmol), lithium hydroxide monohydrate (285 mg, 6.8 mmol), tetrahydrofuran (15 mL), methanol (5 mL) and water (5 mL) was stirred at 20° C. for 4 hours. The mixture was neutralized to pH=1 with concentrated hydrochloric acid and then extracted with ethyl acetate (15 mL×3). The combined organic phase was dried by sodium sulfate, and then filtered. The filtrate was concentrated in vacuo to give 3-methyl-4-(1-phenoxyethyl)benzoic ac... The reactants are O=C([O-])[O-], CO, O=Cc1cccc(C(=O)O)c1, [Cs+], [Cs+], CI, O. Yields the product COC(=O)c1cccc(C=O)c1. RXN SMILES: [C:14](=[O:15])([O-:16])[O-:17].[CH3:12][OH:13].[CH:1](=[O:2])[c:3]1[cH:4][c:5]([C:6](=[O:7])[OH:8])[cH:9][cH:10][cH:11]1.[Cs+:18].[Cs+:19].[I:20][CH3:21].[OH2:22]>>[CH:1](=[O:2])[c:3]1[cH:4][c:5]([C:6](=[O:7])[O:8][CH3:14])[cH:9][cH:10][cH:11]1. Starting materials: CCBr, O=c1[nH]cc(-c2cnccn2)cc1Br, C[O-], Cc1ccccc1, CC(C)O, [Na+], CN(C)C=O. Product: CCn1cc(-c2cnccn2)cc(Br)c1=O. RXN SMILES: [Br:18][CH2:19][CH3:20].[Br:4][c:5]1[c:6](=[O:17])[nH:7][cH:8][c:9](-[c:11]2[n:12][cH:13][cH:14][n:15][cH:16]2)[cH:10]1.[CH3:1][O-:2].[CH3:30][c:31]1[cH:32][cH:33][cH:34][cH:35][cH:36]1.[CH:21]([OH:22])([CH3:23])[CH3:24].[Na+:3].[O:25]=[CH:26][N:27]([CH3:28])[CH3:29]>>[Br:4][c:5]1[c:6](=[O:17])[n:7]([CH2:19][CH3:20])[cH:8][c:9](-[c:11]2[n:12][cH:13][cH:14][n:15][cH:16]2)[cH:10]1. Reactants: N[C@@H]1[C@@H](CCCC1)NC1=NC(=C(C#N)C=C1F)NC1=C2C=CC=NC2=CC=C1 (6-(((1R,2S)-2-aminocyclohexyl)amino)-5-fluoro-2-(quinolin-5-ylamino)nicotinonitrile), [OH-].[Na+] (sodium hydroxide), OO (hydrogen peroxide), CS(=O)C (dimethyl sulfoxide). Solvent: C(C)O (ethanol), O (Water). Run at time 1 hour. Yields the product N[C@@H]1[C@@H](CCCC1)NC1=NC(=C(C(=O)N)C=C1F)NC1=C2C=CC=NC2=CC=C1 (6-(((1R,2S)-2-aminocyclohexyl)amino)-5-fluoro-2-(quinolin-5-ylamino)nicotinamide). Reaction SMILES: [OH-:1].[Na+].OO.CS(C)=O.[NH2:9][C@H:10]1[CH2:15][CH2:14][CH2:13][CH2:12][C@H:11]1[NH:16][C:17]1[C:24]([F:25])=[CH:23][C:20]([C:21]#[N:22])=[C:19]([NH:26][C:27]2[CH:36]=[CH:35][CH:34]=[C:33]3[C:28]=2[CH:29]=[CH:30][CH:31]=[N:32]3)[N:18]=1>O.C(O)C>[NH2:9][C@H:10]1[CH2:15][CH2:14][CH2:13][CH2:12][C@H:11]1[NH:16][C:17]1[C:24]([F:25])=[CH:23][C:20]([C:21]([NH2:22])=[O:1])=[C:19]([NH:26][C:27]2[CH:36]=[CH:35][CH:34]=[C:33]3[C:28]=2[CH:29]=[CH:30][CH:31]=[N:32]3)[N:18]=1 |f:0.1|. Reported procedure: A 5M sodium hydroxide aqueous solution (0.1 ml) and a 30% hydrogen peroxide solution (0.1 ml) were added to a solution of dimethyl sulfoxide (1 ml) and ethanol (0.5 ml) containing 6-(((1R,2S)-2-aminocyclohexyl)amino)-5-fluoro-2-(quinolin-5-ylamino)nicotinonitrile (20 mg), followed by stirring at room temperature for 1 hour. Water was added to the reaction solution, followed by extraction with ethyl acetate. The organic layer was washed with water and saturated saline and dried over anhydrous sod... Starting materials: C1(=CC=CC=C1)C=1SC=C(N1)C(=O)C1=CC(=C(C(=C1)OC)OC)OC ((2-Phenyl-thiazol-4-yl)-(3,4,5-trimethoxy-phenyl)-methanone), CN(C1=CC=C(C#N)C=C1)C (4-(dimethylamino)benzonitrile), N[C@@H](CS)C(=O)O (cysteine). The product is CN(C1=CC=C(C=C1)C=1SC=C(N1)C(=O)C1=CC(=C(C(=C1)OC)OC)OC)C ((2-(4-(Dimethylamino)phenyl)thiazol-4-yl)(3,4,5-trimethoxyphenyl)methanone). RXN SMILES: [C:1]1([C:7]2[S:8][CH:9]=[C:10]([C:12]([C:14]3[CH:19]=[C:18]([O:20][CH3:21])[C:17]([O:22][CH3:23])=[C:16]([O:24][CH3:25])[CH:15]=3)=[O:13])[N:11]=2)[CH:6]=[CH:5][CH:4]=[CH:3][CH:2]=1.[CH3:26][N:27](C)[C:28]1C=CC(C#N)=CC=1.N[C@H](C(O)=O)CS>>[CH3:26][N:27]([CH3:28])[C:4]1[CH:5]=[CH:6][C:1]([C:7]2[S:8][CH:9]=[C:10]([C:12]([C:14]3[CH:19]=[C:18]([O:20][CH3:21])[C:17]([O:22][CH3:23])=[C:16]([O:24][CH3:25])[CH:15]=3)=[O:13])[N:11]=2)=[CH:2][CH:3]=1. Reported procedure: (2-(4-(Dimethylamino)phenyl)thiazol-4-yl)(3,4,5-trimethoxyphenyl)methanone (2o) was prepared using the same method as used of compound 1h from 4-(dimethylamino)benzonitrile and cysteine. 1H NMR (300 MHz, CDCl3) δ 8.12 (s, 1H), 7.88 (d, 2H), 7.80 (s, 2H), 6.73 (d, 2H), 3.96 (s, 3H), 3.95 (s, 6H), 3.05 (s, 6H); MS (ESI) m/z 421.1 (M+Na)+.